This data is from the Open Reaction Database (ORD), a public repository of structured organic reaction records. The task is: describe an organic reaction: reactants, conditions, products, and yield The reactants are O=C([O-])[O-], CC(C)c1cc(C(C)C)c(-c2ccccc2P(C2CCCCC2)C2CCCCC2)c(C(C)C)c1, CC1(Oc2cc(Cl)nc(SCc3cccc(F)c3F)n2)COC(C)(C)OC1, [Cs+], [Cs+], NS(=O)(=O)N1CCC1, O=C(C=Cc1ccccc1)C=Cc1ccccc1, O=C(C=Cc1ccccc1)C=Cc1ccccc1, C1COCCO1, O=C(C=Cc1ccccc1)C=Cc1ccccc1, [Pd], [Pd]. The product is CC1(Oc2cc(NS(=O)(=O)N3CCC3)nc(SCc3cccc(F)c3F)n2)COC(C)(C)OC1. Reaction SMILES: [C:43](=[O:44])([O-:45])[O-:46].[CH:9]1([P:10]([CH:11]2[CH2:12][CH2:13][CH2:14][CH2:15][CH2:16]2)[c:17]2[cH:18][cH:19][cH:20][cH:21][c:22]2-[c:23]2[c:24]([CH:25]([CH3:26])[CH3:27])[cH:28][c:29]([CH:30]([CH3:31])[CH3:32])[cH:33][c:34]2[CH:35]([CH3:36])[CH3:37])[CH2:38][CH2:39][CH2:40][CH2:41][CH2:42]1.[Cl:49][c:50]1[n:51][c:52]([S:66][CH2:67][c:68]2[c:69]([F:75])[c:70]([F:74])[cH:71][cH:72][cH:73]2)[n:53][c:54]([O:56][C:57]2([CH3:65])[CH2:58][O:59][C:60]([CH3:63])([CH3:64])[O:61][CH2:62]2)[cH:55]1.[Cs+:47].[Cs+:48].[N:1]1([S:5](=[O:6])(=[O:7])[NH2:8])[CH2:2][CH2:3][CH2:4]1.[O:102]=[C:103]([CH:104]=[CH:105][c:106]1[cH:107][cH:108][cH:109][cH:110][cH:111]1)[CH:112]=[CH:113][c:114]1[cH:115][cH:116][cH:117][cH:118][cH:119]1.[O:120]=[C:121]([CH:122]=[CH:123][c:124]1[cH:125][cH:126][cH:127][cH:128][cH:129]1)[CH:130]=[CH:131][c:132]1[cH:133][cH:134][cH:135][cH:136][cH:137]1.[O:76]1[CH2:77][CH2:78][O:79][CH2:80][CH2:81]1.[O:84]=[C:85]([CH:86]=[CH:87][c:88]1[cH:89][cH:90][cH:91][cH:92][cH:93]1)[CH:94]=[CH:95][c:96]1[cH:97][cH:98][cH:99][cH:100][cH:101]1.[Pd:82].[Pd:83]>>[N:1]1([S:5](=[O:6])(=[O:7])[NH:8][c:50]2[n:51][c:52]([S:66][CH2:67][c:68]3[c:69]([F:75])[c:70]([F:74])[cH:71][cH:72][cH:73]3)[n:53][c:54]([O:56][C:57]3([CH3:65])[CH2:58][O:59][C:60]([CH3:63])([CH3:64])[O:61][CH2:62]3)[cH:55]2)[CH2:2][CH2:3][CH2:4]1. Reactants: C12NCC(CC1)C2NC=2C=C1C=NN(C1=CC2)C(C(C)(C)C)=O (1-(5-((1SR,4SR,7RS)-2-azabicyclo[2.2.1]heptan-7-ylamino)-1H-indazol-1-yl)-2,2-dimethylpropan-1-one), ClC1=CC=C(C=O)C=C1 (4-chlorobenzaldehyde). Yields the product ClC1=CC=C(CN2C3CCC(C2)C3NC=3C=C2C=NNC2=CC3)C=C1 (N-((1SR,4SR,7RS)-2-(4-chlorobenzyl)-2-azabicyclo[2.2.1]heptan-7-yl)-1H-indazol-5-amine). Reaction SMILES: [CH:1]12[CH:7]([NH:8][C:9]3[CH:10]=[C:11]4[C:15](=[CH:16][CH:17]=3)[N:14](C(=O)C(C)(C)C)[N:13]=[CH:12]4)[CH:4]([CH2:5][CH2:6]1)[CH2:3][NH:2]2.[Cl:24][C:25]1[CH:32]=[CH:31][C:28]([CH:29]=O)=[CH:27][CH:26]=1>>[Cl:24][C:25]1[CH:32]=[CH:31][C:28]([CH2:29][N:2]2[CH2:3][CH:4]3[CH:7]([NH:8][C:9]4[CH:10]=[C:11]5[C:15](=[CH:16][CH:17]=4)[NH:14][N:13]=[CH:12]5)[CH:1]2[CH2:6][CH2:5]3)=[CH:27][CH:26]=1. Procedure: Reaction of Intermediate 14 with 4-chlorobenzaldehyde affords the title compound. Starting materials: CCN(C(C)C)C(C)C (DIEA), CS(=O)(=O)Cl (MsCl), NCCCO (3-amino-propan-1-ol), CC(C)(C)[O-].[K+] (t-BuOK), C(C)(C)(C)OC(=O)N1CCC(CC1)C1=NC=NC2=CC(=CC=C12)F (4-(7-fluoro-quinazolin-4-yl)-piperidine-1-carboxylic acid tert-butyl ester). The solvent is C(Cl)Cl.CC(=O)C (DCM acetone), COCCOC (DME), C(Cl)Cl (DCM). Conditions: time 5 minute. The product is C(C)(C)(C)OC(=O)N1CCC(CC1)C1=NC=NC2=CC(=CC=C12)OCCCNS(=O)(=O)C (4-[7-(3-Methanesulfonylamino-propoxy)-quinazolin-4-yl]-piperidine-1-carboxylic acid tert-butyl ester). Isolated yield 79.3%. As a reaction SMILES: [NH2:1][CH2:2][CH2:3][CH2:4][OH:5].CC([O-])(C)C.[K+].[C:12]([O:16][C:17]([N:19]1[CH2:24][CH2:23][CH:22]([C:25]2[C:34]3[C:29](=[CH:30][C:31](F)=[CH:32][CH:33]=3)[N:28]=[CH:27][N:26]=2)[CH2:21][CH2:20]1)=[O:18])([CH3:15])([CH3:14])[CH3:13].[CH3:36][S:37](Cl)(=[O:39])=[O:38].CCN(C(C)C)C(C)C>C(Cl)Cl.C(Cl)Cl.CC(C)=O.COCCOC>[C:12]([O:16][C:17]([N:19]1[CH2:24][CH2:23][CH:22]([C:25]2[C:34]3[C:29](=[CH:30][C:31]([O:5][CH2:4][CH2:3][CH2:2][NH:1][S:37]([CH3:36])(=[O:39])=[O:38])=[CH:32][CH:33]=3)[N:28]=[CH:27][N:26]=2)[CH2:21][CH2:20]1)=[O:18])([CH3:15])([CH3:14])[CH3:13] |f:1.2,7.8|. Procedure: A mixture of 3-amino-propan-1-ol (37.9 mg, 505 μmol), t-BuOK (63.1 mg, 563 μmol), and DME (505 μL) was stirred for 5 min at rt until a homogeneous yellow solution resulted. Solid 4-(7-fluoro-quinazolin-4-yl)-piperidine-1-carboxylic acid tert-butyl ester (170.7 mg, 516 μmol), as prepared in the previous step, was added in one portion under air at “rt” (vial spontaneously warmed), and the resulting homogeneous amber solution was stirred at rt 1 h. The reaction was then diluted with DCM (1.0 mL) an... Starting materials: [O-]CC.[Na+] (sodium ethoxide), C(C)O (ethanol), CS(=O)(=O)NC1=CC2=C(NC(=NS2(=O)=O)CC(=O)O)C=C1 ((7-Methanesulfonylamino-1,1-dioxo-1,4-dihydro-1λ6-benzo[1,2,4]thiadiazin-3-yl)-acetic acid), Cl.CN(CCCN=C=NCC)C (1-(3-dimethylaminopropyl)-3-ethylcarbodiimide hydrochloride), CN1CCOCC1 (N-methylmorpholine), C(C)OC(=O)[C@H]1[C@H](CCC1)NCCC(C)(C)C ((1R,2S)-2-(3,3-dimethyl-butylamino)-cyclopentanecarboxylic acid ethyl ester), Cl (hydrochloric acid). Solvent: CN(C=O)C (N,N-dimethylformamide). Conditions: temperature 25 celsius, time 3 hour. The product is CC(CCN1C(C(=C([C@@H]2CCC[C@H]12)O)C1=NS(C2=C(N1)C=CC(=C2)NS(=O)(=O)C)(=O)=O)=O)(C)C ((4aR,7aS)-N-{3-[1-(3,3-dimethyl-butyl)-4-hydroxy-2-oxo-2,4a,5,6,7,7a-hexahydro-1H-[1]pyrindin-3-yl]-1,1-dioxo-1,4-dihydro-1λ6-benzo[1,2,4]thiadiazin-7-yl}-methanesulfonamide). The yield is 54.3%. Reaction SMILES: [CH3:1][S:2]([NH:5][C:6]1[CH:21]=[CH:20][C:9]2[NH:10][C:11]([CH2:16][C:17](O)=[O:18])=[N:12][S:13](=[O:15])(=[O:14])[C:8]=2[CH:7]=1)(=[O:4])=[O:3].Cl.CN(C)CCCN=C=NCC.CN1CCOCC1.C(O[C:44]([C@@H:46]1[CH2:50][CH2:49][CH2:48][C@@H:47]1[NH:51][CH2:52][CH2:53][C:54]([CH3:57])([CH3:56])[CH3:55])=[O:45])C.[O-]CC.[Na+].C(O)C.Cl>CN(C)C=O>[CH3:57][C:54]([CH3:55])([CH3:56])[CH2:53][CH2:52][N:51]1[C@@H:47]2[C@@H:46]([CH2:50][CH2:49][CH2:48]2)[C:44]([OH:45])=[C:16]([C:11]2[NH:10][C:9]3[CH:20]=[CH:21][C:6]([NH:5][S:2]([CH3:1])(=[O:4])=[O:3])=[CH:7][C:8]=3[S:13](=[O:14])(=[O:15])[N:12]=2)[C:17]1=[O:18] |f:1.2,5.6|. Procedure details: (7-Methanesulfonylamino-1,1-dioxo-1,4-dihydro-1λ6-benzo[1,2,4]thiadiazin-3-yl)-acetic acid (prepared as described in Example 1j, 0.100 g, 0.300 mmol), 1-(3-dimethylaminopropyl)-3-ethylcarbodiimide hydrochloride (0.060 g, 0.315 mmol) and N-methylmorpholine (0.070 mL, 0.630 mmol) were added sequentially to a solution of (1R,2S)-2-(3,3-dimethyl-butylamino)-cyclopentanecarboxylic acid ethyl ester (0.072 g, 0.300 mmol) in N,N-dimethylformamide (4 mL) at 25° C. The reaction mixture was stirred at 25° ... Starting materials: C(C1=CC=CC=C1)N1C=2C(C(=O)OC1=O)=CC=CC2 (N-benzylisatoic anhydride), CSC=1NCCN1 (2-methylmercapto-imidazoline), [OH-].[Na+] (sodium hydroxide). The solvent is O1CCOCC1 (dioxane). The product is C(C1=CC=CC=C1)N1C=2N(C(C3=CC=CC=C13)=O)CCN2 (2,3-Dihydro-10-benzyl-imidazo[2,1-b]quinazolin-5(10H)-one). Reaction SMILES: [CH2:1]([N:8]1[C:14](=O)[O:13][C:11](=O)[C:10]2=[CH:16][CH:17]=[CH:18][CH:19]=[C:9]12)[C:2]1[CH:7]=[CH:6][CH:5]=[CH:4][CH:3]=1.CSC1[NH:23][CH2:24][CH2:25][N:26]=1.[OH-].[Na+]>O1CCOCC1>[CH2:1]([N:8]1[C:9]2[C:10](=[CH:16][CH:17]=[CH:18][CH:19]=2)[C:11](=[O:13])[N:23]2[CH2:24][CH2:25][N:26]=[C:14]12)[C:2]1[CH:3]=[CH:4][CH:5]=[CH:6][CH:7]=1 |f:2.3|. Reported procedure: A mixture of 12.7 g. of N-benzylisatoic anhydride, 5.8 g. of 2-methylmercapto-imidazoline and 2 pellets of sodium hydroxide in 200 ml. of dioxane was refluxed for 2 hours. While still hot, the mixture was then filtered through Celite and the filtrate concentrated to about 50 ml. volume. 50 ml. of diethyl ether was added and the crystalline precipitate removed by filtration. The residue was dissolved in methylene chloride, treated with charcoal, filtered through alumina, and the filtrate evaporat... Starting materials: C(C)N(C1=CC=C(C=C1)C1(C2=CC=CC=C2N(C=2C=CC=CC12)C1=CC=CC=C1)OC)CC (9(p-Diethylaminophenyl)-9-methoxy-10-phenylacridan), Cl (hydrogen chloride). Solvent: O1CCCC1 (tetrahydrofuran). Product: C(C)N(C1=CC=C(C=C1)C1(C2=CC=CC=C2N(C=2C=CC=CC12)C1=CC=CC=C1)Cl)CC (9(p-diethylaminophenyl)-9-chloro-10-phenylacridan). Isolated yield 95.8%. As a reaction SMILES: [CH2:1]([N:3]([CH2:32][CH3:33])[C:4]1[CH:9]=[CH:8][C:7]([C:10]2(OC)[C:23]3[CH:22]=[CH:21][CH:20]=[CH:19][C:18]=3[N:17]([C:24]3[CH:29]=[CH:28][CH:27]=[CH:26][CH:25]=3)[C:16]3[C:11]2=[CH:12][CH:13]=[CH:14][CH:15]=3)=[CH:6][CH:5]=1)[CH3:2].[ClH:34]>O1CCCC1>[CH2:1]([N:3]([CH2:32][CH3:33])[C:4]1[CH:9]=[CH:8][C:7]([C:10]2([Cl:34])[C:23]3[CH:22]=[CH:21][CH:20]=[CH:19][C:18]=3[N:17]([C:24]3[CH:29]=[CH:28][CH:27]=[CH:26][CH:25]=3)[C:16]3[C:11]2=[CH:12][CH:13]=[CH:14][CH:15]=3)=[CH:6][CH:5]=1)[CH3:2]. Reported procedure: 9(p-Diethylaminophenyl)-9-methoxy-10-phenylacridan (12.0 g, 0.0276 mole) is slurried in 150 ml of tetrahydrofuran while anhydrous hydrogen chloride is bubbled in with cooling. The hydrogen chloride is bubbled in until the slurry reaches a pH of 1.0 and a bright yellow color is obtained. The product is collected on a Buchner funnel, washed twice with 10 ml portions of tetrahydrofuran and dried at 50° C. to give 11.6 g (95.8% yield) of 9(p-diethylaminophenyl)-9-chloro-10-phenylacridan. The reactants are CC(Oc1cc(-c2ccc(C(=O)N3CCN(C(=O)OC(C)(C)C)CC3)cc2)cnc1N)c1c(Cl)ccc(F)c1Cl, CS(C)=O, CCO, [H-], [Na+], O. The product is CCOc1ccc(Cl)c(C(C)Oc2cc(-c3ccc(C(=O)N4CCN(C(=O)OC(C)(C)C)CC4)cc3)cnc2N)c1Cl. As a reaction SMILES: [C:10]([CH3:11])([CH3:12])([CH3:13])[O:14][C:15](=[O:16])[N:17]1[CH2:18][CH2:19][N:20]([C:23]([c:24]2[cH:25][cH:26][c:27](-[c:30]3[cH:31][n:32][c:33]([NH2:48])[c:34]([O:36][CH:37]([CH3:38])[c:39]4[c:40]([Cl:47])[c:41]([F:46])[cH:42][cH:43][c:44]4[Cl:45])[cH:35]3)[cH:28][cH:29]2)=[O:49])[CH2:21][CH2:22]1.[CH3:1][S:2]([CH3:3])=[O:4].[CH3:5][CH2:6][OH:7].[H-:9].[Na+:8].[OH2:50]>>[CH3:5][CH2:6][O:7][c:41]1[c:40]([Cl:47])[c:39]([CH:37]([O:36][c:34]2[c:33]([NH2:48])[n:32][cH:31][c:30](-[c:27]3[cH:26][cH:25][c:24]([C:23]([N:20]4[CH2:19][CH2:18][N:17]([C:15]([O:14][C:10]([CH3:11])([CH3:12])[CH3:13])=[O:16])[CH2:22][CH2:21]4)=[O:49])[cH:29][cH:28]3)[cH:35]2)[CH3:38])[c:44]([Cl:45])[cH:43][cH:42]1.